This data is from the Open Reaction Database (ORD), a public repository of structured organic reaction records. The task is: describe an organic reaction: reactants, conditions, products, and yield The reactants are BrC1=CC=C(C=C1)N1C(NN=C1C[C@@H]1CN(CC1)C(=O)C1CC1)=O (4-(4-bromophenyl)-5-{[(3R)-1-(cyclopropylcarbonyl)-3-pyrrolidinyl]methyl}-2,4-dihydro-3H-1,2,4-triazol-3-one), CC1(OB(OC1(C)C)C=1C=CC2=C(C=CO2)C1)C (5-(4,4,5,5-tetramethyl-1,3,2-dioxaborolan-2-yl)-1-benzofuran), C([O-])([O-])=O.[K+].[K+] (potassium carbonate). The reagents and catalysts are C1=CC=C(C=C1)P([C-]2C=CC=C2)C3=CC=CC=C3.C1=CC=C(C=C1)P([C-]2C=CC=C2)C3=CC=CC=C3.Cl[Pd]Cl.[Fe+2].ClCCl (dichloro[1,1′-bis(diphenylphosphino)ferrocene]palladium(II) dichloromethane). Run in O1CCOCC1 (dioxane). Product: O1C=CC2=C1C=CC(=C2)C2=CC=C(C=C2)N2C(NN=C2C[C@@H]2CN(CC2)C(=O)C2CC2)=O (4-[4-(1-benzofuran-5-yl)phenyl]-5-{[(3R)-1-(cyclopropylcarbonyl)-3-pyrrolidinyl]methyl}-2,4-dihydro-3H-1,2,4-triazol-3-one). Isolated yield 35.0%. RXN SMILES: Br[C:2]1[CH:7]=[CH:6][C:5]([N:8]2[C:12]([CH2:13][C@H:14]3[CH2:18][CH2:17][N:16]([C:19]([CH:21]4[CH2:23][CH2:22]4)=[O:20])[CH2:15]3)=[N:11][NH:10][C:9]2=[O:24])=[CH:4][CH:3]=1.CC1(C)C(C)(C)OB([C:33]2[CH:34]=[CH:35][C:36]3[O:40][CH:39]=[CH:38][C:37]=3[CH:41]=2)O1.C(=O)([O-])[O-].[K+].[K+]>O1CCOCC1.C1C=CC(P(C2C=CC=CC=2)[C-]2C=CC=C2)=CC=1.C1C=CC(P(C2C=CC=CC=2)[C-]2C=CC=C2)=CC=1.Cl[Pd]Cl.[Fe+2].ClCCl>[O:40]1[C:36]2[CH:35]=[CH:34][C:33]([C:2]3[CH:7]=[CH:6][C:5]([N:8]4[C:12]([CH2:13][C@H:14]5[CH2:18][CH2:17][N:16]([C:19]([CH:21]6[CH2:23][CH2:22]6)=[O:20])[CH2:15]5)=[N:11][NH:10][C:9]4=[O:24])=[CH:4][CH:3]=3)=[CH:41][C:37]=2[CH:38]=[CH:39]1 |f:2.3.4,6.7.8.9.10|. Procedure details: A solution of 4-(4-bromophenyl)-5-{[(3R)-1-(cyclopropylcarbonyl)-3-pyrrolidinyl]methyl}-2,4-dihydro-3H-1,2,4-triazol-3-one (0.256 mmol) in dioxane (1.5 mL) was treated with 5-(4,4,5,5-tetramethyl-1,3,2-dioxaborolan-2-yl)-1-benzofuran (0.281 mmol), dichloro[1,1′-bis(diphenylphosphino)ferrocene]palladium(II)-dichloromethane adduct (10 mg), and 2M aq potassium carbonate (0.767 mmol). The reaction mixture was purged with nitrogen, sealed, and irradiated in a microwave (Biotage Initiator) at 150° C. ... Starting materials: C(C)OCC (ethyl ether), C(CCCCC)(=O)O (caproic acid), CS(=O)(=O)OC1=CC2=CC=C(C=C2C=C1)C(N)=N (6-amidino-2-naphthol methanesulfonate), C1CCC(CC1)N=C=NC2CCCCC2 (DCC). The solvent is N1=CC=CC=C1 (pyridine). Conditions: time 30 minute. Product: CS(=O)(=O)O.C(CCCCC)(=O)OC1=CC2=CC=C(C=C2C=C1)C(N)=N (6-amidino-2-naphthyl caproate methanesulfonate). Isolated yield 30.5%. As a reaction SMILES: [C:1]([OH:8])(=[O:7])[CH2:2][CH2:3][CH2:4][CH2:5][CH3:6].C1CCC(N=C=NC2CCCCC2)CC1.[CH3:24][S:25]([O:28][C:29]1[CH:38]=[CH:37][C:36]2[C:31](=[CH:32][CH:33]=[C:34]([C:39](=[NH:41])[NH2:40])[CH:35]=2)[CH:30]=1)(=[O:27])=[O:26].C(OCC)C>N1C=CC=CC=1>[CH3:24][S:25]([OH:28])(=[O:27])=[O:26].[C:1]([O:8][C:29]1[CH:38]=[CH:37][C:36]2[C:31](=[CH:32][CH:33]=[C:34]([C:39](=[NH:40])[NH2:41])[CH:35]=2)[CH:30]=1)(=[O:7])[CH2:2][CH2:3][CH2:4][CH2:5][CH3:6] |f:5.6|. Reported procedure: To a solution of 2.1 g of caproic acid in 50 ml of anhydrous pyridine, while being cooled in ice, was added 4.4 g of DCC. After stirring for 30 minutes, 5.0 g of 6-amidino-2-naphthol methanesulfonate was added to the mixture and further stirred overnight at room temperature. The precipitate formed upon addition of ethyl ether to the reaction mixture was collected by filtration, washed with ethyl ether, dissolved in methanol at room temperature, and filtered to remove the insolubles. The filtrate... Solvent: C1(=CC=CC=C1)C (toluene). Reactants: CN(C)CC1=CNC2=NC=CC=C21 (3-dimethylaminomethyl-1H-pyrrolo[2,3-b]pyridine), CN(C1=CC=C(C=C1)N1CCNCC1)C (1-(4-dimethylaminophenyl)piperazine). Product: CN(C1=CC=C(C=C1)N1CCN(CC1)CC1=CNC2=NC=CC=C21)C (3-(4-[4-Dimethylaminophenyl]piperazine-1-yl)methyl-1H-pyrrolo[2,3-b]pyridine). Procedure: A mixture of 3-dimethylaminomethyl-1H-pyrrolo[2,3-b]pyridine (0.4450 g, 2.54 mmol) and 1-(4-dimethylaminophenyl)piperazine (0.55 g, 2.68 mmol) in toluene (20 ml) was heated at reflux under nitrogen for 7 h. The mixture was allowed to cool and the solid formed was collected. Recrystallisation from methanol gave the title compound (0.382 g, 45%) as colourless neddles, m.p. 199°-201° C.; (Found C, 71.32; H, 7.37; N, 20.71. C20H25N5 requires C, 71.61; H, 7.51; N, 20.88%); δH (DMSO-d6) 2.52 (4H, m, 2... Reaction SMILES: [CH3:1][N:2]([CH2:4][C:5]1[C:13]2[C:8](=[N:9][CH:10]=[CH:11][CH:12]=2)[NH:7][CH:6]=1)[CH3:3].[CH3:14][N:15]([CH3:28])[C:16]1[CH:21]=[CH:20][C:19]([N:22]2[CH2:27]CNC[CH2:23]2)=[CH:18][CH:17]=1>C1(C)C=CC=CC=1>[CH3:23][N:22]([CH3:27])[C:19]1[CH:20]=[CH:21][C:16]([N:15]2[CH2:28][CH2:1][N:2]([CH2:4][C:5]3[C:13]4[C:8](=[N:9][CH:10]=[CH:11][CH:12]=4)[NH:7][CH:6]=3)[CH2:3][CH2:14]2)=[CH:17][CH:18]=1. The yield is 44.8%. The reactants are NCCCN1C(CCC1)=O (1-(3-aminopropyl)-2-pyrrolidinone), C(C1=CC=CC=C1)(=O)N=C=S (benzoyl isothiocyanate). The solvent is C(Cl)(Cl)Cl (chloroform). Conditions: time 30 minute. Yields the product O=C1N(CCC1)CCCNC(=S)N (1-(3-(2-oxopyrrolidin-1-yl)propyl)thiourea). The yield is 79.2%. RXN SMILES: [NH2:1][CH2:2][CH2:3][CH2:4][N:5]1[CH2:9][CH2:8][CH2:7][C:6]1=[O:10].C([N:19]=[C:20]=[S:21])(=O)C1C=CC=CC=1>C(Cl)(Cl)Cl>[O:10]=[C:6]1[CH2:7][CH2:8][CH2:9][N:5]1[CH2:4][CH2:3][CH2:2][NH:1][C:20]([NH2:19])=[S:21]. Procedure: A mixture of 1-(3-aminopropyl)-2-pyrrolidinone (560 μL, 4 mmol) and benzoyl isothiocyanate (536 μL, 4 mmol) was dissolved in chloroform (3 mL), stirred at room temperature for 30 min, then concentrated in vacuo. The resulting residue was dissolved in concentrated HCl (3 mL), heated at 95° C. for 2 h, then concentrated in vacuo. The resulting residue was dissolved in water and washed with dichloromethane (2×30 mL), then basified with 2 M NaOH and extracted with dichloromethane (2×30 mL). The comb...